Dataset: the Open Reaction Database (ORD), a public repository of structured organic reaction records. Task: describe an organic reaction: reactants, conditions, products, and yield Reactants: ClCC(=C)Cl (1,2-dichloroprop-2-ene), [Cl-].[NH4+] (ammonium chloride), C(CCC)[Li] (n-Butyllithium), BrC1=C(C(=C(COC2OCCC2)C(=C1F)F)F)F (2-[4-bromo-2,3,5,6-tetrafluorobenzyloxy]tetrahydrofuran). Run in O1CCCC1 (tetrahydrofuran), O (water). Reaction conditions: temperature -10 celsius, time 15 minute. Yields the product ClC(CC1=C(C(=C(COC2OCCCC2)C(=C1F)F)F)F)=C (2-[4-(2-chloroprop-2-en-1-yl)-2,3,5,6-tetrafluorobenzyloxy]tetrahydropyran). Reaction SMILES: [CH2:1]([Li])CCC.Br[C:7]1[C:19]([F:20])=[C:18]([F:21])[C:10]([CH2:11][O:12][CH:13]2[CH2:17][CH2:16][CH2:15][O:14]2)=[C:9]([F:22])[C:8]=1[F:23].Cl[CH2:25][C:26]([Cl:28])=[CH2:27].[Cl-].[NH4+]>O1CCCC1.O>[Cl:28][C:26](=[CH2:27])[CH2:25][C:7]1[C:8]([F:23])=[C:9]([F:22])[C:10]([CH2:11][O:12][CH:13]2[CH2:17][CH2:16][CH2:1][CH2:15][O:14]2)=[C:18]([F:21])[C:19]=1[F:20] |f:3.4|. Procedure details: n-Butyllithium (2.5 M in hexane, 2.3 cm3) was added portionwise to a solution of 2-[4-bromo-2,3,5,6-tetrafluorobenzyloxy]tetrahydrofuran (1.7 g) in dry tetrahydrofuran (10 cm3) under an atmosphere of dry nitrogen, whilst the reaction temperature was maintained between -30° C. and -20° C. After 15 minutes, copper (I) bromide-dimethyl sulphide complex (1.2 g) was added in one portion and the reaction temperature was maintained at -10° C. for 1 hour, after which time 1,2-dichloroprop-2-ene (1 cm3) ...